The task is: describe an organic reaction: reactants, conditions, products, and yield. This data is from the Open Reaction Database (ORD), a public repository of structured organic reaction records. The reactants are CC(=O)C.OS(=O)(=O)O.O=[Cr](=O)=O (Jones reagent), S(O)(O)(=O)=O (sulfuric acid), C1(CCCCC1)[C@@H]1C[C@H](NC1)CO ((2S-trans)-4-Cyclohexyl-2-pyrrolidinemethanol). Solvent: C(C)(=O)O (acetic acid), C(C)(=O)O (acetic acid). Run at time 15 minute. The product is C1(CCCCC1)[C@@H]1C[C@H](NC1)C(=O)O ((trans)-4-cyclohexyl-L-proline). Reaction SMILES: CC(C)=[O:3].OS(O)(=O)=O.O=[Cr](=O)=O.S(=O)(=O)(O)O.[CH:19]1([C@H:25]2[CH2:29][NH:28][C@H:27]([CH2:30][OH:31])[CH2:26]2)[CH2:24][CH2:23][CH2:22][CH2:21][CH2:20]1>C(O)(=O)C>[CH:19]1([C@H:25]2[CH2:29][NH:28][C@H:27]([C:30]([OH:3])=[O:31])[CH2:26]2)[CH2:20][CH2:21][CH2:22][CH2:23][CH2:24]1 |f:0.1.2|. Reported procedure: To a solution of Jones reagent (2 ml) was added sulfuric acid (0.5 ml) and acetic acid (2.5 ml). (2S-trans)-4-Cyclohexyl-2-pyrrolidinemethanol (0.5 g) in 5 ml of acetic acid was added to the above solution and after the addition, it was stirred at room temperature for 15 minutes. The reaction mixture was filtered through a Celite pad and washed with 10 ml of acetic acid. Isopropyl alcohol (2 ml) was added to the filtrate, stirred well, and a clear solution decanted and concentrated to a thick oi... The reactants are C(C)(C)(C)OC(NC1=C(C=C(C(=C1)NCC(C)C)Cl)N)=O ([2-amino-4-chloro-5-(isobutyl-amino)-phenyl]-carbamic acid tert-butyl ester), C(C)(C)(C)OC(CC(C1=CC(=CC=C1)N1N=CN=C1)=O)=O (3-oxo-3-(3-[1,2,4]triazol-1-yl-phenyl)-propionic acid tert-butyl ester). The product is C(C)(C)(C)OC(NC1=C(C=C(C(=C1)NCC(C)C)Cl)NC(CC(C1=CC(=CC=C1)N1N=CN=C1)=O)=O)=O ({4-Chloro-5-(isobutyl-amino)-2-[3-oxo-3-(3-[1,2,4]triazol-1-yl-phenyl)-propionylamino]-phenyl}-carbamic acid tert-butyl ester), foam. Isolated yield 74.0%. Reaction SMILES: [C:1]([O:5][C:6](=[O:21])[NH:7][C:8]1[CH:13]=[C:12]([NH:14][CH2:15][CH:16]([CH3:18])[CH3:17])[C:11]([Cl:19])=[CH:10][C:9]=1[NH2:20])([CH3:4])([CH3:3])[CH3:2].C([O:26][C:27](=O)[CH2:28][C:29](=[O:41])[C:30]1[CH:35]=[CH:34][CH:33]=[C:32]([N:36]2[CH:40]=[N:39][CH:38]=[N:37]2)[CH:31]=1)(C)(C)C>>[C:1]([O:5][C:6](=[O:21])[NH:7][C:8]1[CH:13]=[C:12]([NH:14][CH2:15][CH:16]([CH3:17])[CH3:18])[C:11]([Cl:19])=[CH:10][C:9]=1[NH:20][C:27](=[O:26])[CH2:28][C:29](=[O:41])[C:30]1[CH:35]=[CH:34][CH:33]=[C:32]([N:36]2[CH:40]=[N:39][CH:38]=[N:37]2)[CH:31]=1)([CH3:3])([CH3:2])[CH3:4]. Reported procedure: The title compound was prepared from [2-amino-4-chloro-5-(isobutyl-amino)-phenyl]-carbamic acid tert-butyl ester (Example J34) (313 mg, 1.0 mmol) and 3-oxo-3-(3-[1,2,4]triazol-1-yl-phenyl)-propionic acid tert-butyl ester (Example K25) (287 mg, 1.0 mmol) according to the general procedure M. Obtained as a light yellow foam (390 mg, 74%). Reactants: C1(=CC=CC2=CC=CC=C12)CN1[C@H](CCC1=O)C(=O)O ((R)-1-naphthalen-1-ylmethyl-5-oxo-pyrrolidine-2-carboxylic acid), O=[N-] (ketoamide), NC(C(C(=O)N)O)CC1=CC=CC=C1 (3-amino-2-hydroxy-4-phenylbutanamide), O[NH-] (hydroxyamide). Yields the product NC(C(C(CC1=CC=CC=C1)NC(=O)[C@@H]1N(C(CC1)=O)CC1=CC=CC2=CC=CC=C12)=O)=O ((2R)—N-(4-Amino-3,4-dioxo-1-phenylbutan-2-yl)-1-(naphthalen-1-ylmethyl)-5-oxopyrrolidine-2-carboxamide). RXN SMILES: [C:1]1([CH2:11][N:12]2[C:16](=[O:17])[CH2:15][CH2:14][C@@H:13]2[C:18]([OH:20])=O)[C:10]2[C:5](=[CH:6][CH:7]=[CH:8][CH:9]=2)[CH:4]=[CH:3][CH:2]=1.[NH2:21][CH:22]([CH2:28][C:29]1[CH:34]=[CH:33][CH:32]=[CH:31][CH:30]=1)[CH:23]([OH:27])[C:24]([NH2:26])=[O:25].O[NH-].O=[N-]>>[NH2:26][C:24](=[O:25])[C:23](=[O:27])[CH:22]([NH:21][C:18]([C@H:13]1[CH2:14][CH2:15][C:16](=[O:17])[N:12]1[CH2:11][C:1]1[C:10]2[C:5](=[CH:6][CH:7]=[CH:8][CH:9]=2)[CH:4]=[CH:3][CH:2]=1)=[O:20])[CH2:28][C:29]1[CH:30]=[CH:31][CH:32]=[CH:33][CH:34]=1. Procedure: Coupling of (R)-1-naphthalen-1-ylmethyl-5-oxo-pyrrolidine-2-carboxylic acid with 3-amino-2-hydroxy-4-phenylbutanamide and oxidation of the resulting hydroxyamide intermediate to the corresponding ketoamide.